Dataset: the Open Reaction Database (ORD), a public repository of structured organic reaction records. Task: describe an organic reaction: reactants, conditions, products, and yield Reactants: CC(=O)c1ccccc1C, CC[O-], CCO, O=Cc1ccc(F)cc1, [Na+]. Product: Cc1ccccc1C(=O)C=Cc1ccc(F)cc1. As a reaction SMILES: [CH3:10][c:11]1[c:12]([C:17]([CH3:18])=[O:19])[cH:13][cH:14][cH:15][cH:16]1.[CH3:21][CH2:22][O-:23].[CH3:24][CH2:25][OH:26].[F:1][c:2]1[cH:3][cH:4][c:5]([CH:6]=[O:7])[cH:8][cH:9]1.[Na+:20]>>[F:1][c:2]1[cH:3][cH:4][c:5]([CH:6]=[CH:18][C:17]([c:12]2[c:11]([CH3:10])[cH:16][cH:15][cH:14][cH:13]2)=[O:19])[cH:8][cH:9]1.